This data is from the Open Reaction Database (ORD), a public repository of structured organic reaction records. The task is: describe an organic reaction: reactants, conditions, products, and yield The reactants are [Li+].[OH-] (LiOH), C(C)(C)C1=NC(=CC2=CC(=C(C=C12)OC)OC)O (1-isopropyl-6,7-dimethoxyisoquinolin-3-ol), C(C)(C)C1=NC(=CC2=CC(=C(C=C12)OC)OC)O (1-Isopropyl-6,7-dimethoxyisoquinolin-3-ol), Cl.ClCC=1C=NC2=CC=CC=C2C1 (3-(chloromethyl)quinoline hydrochloride), Cl.ClCC=1C(=NC2=CC=C(C=C2C1)OC)NCCOC (3-(Chloromethyl)-6-methoxy-N-(2-methoxyethyl)quinolin-2-amine hydrochloride). Solvent: C1CCOC1 (THF). The product is C(C)(C)C1=NC(=C(C2=CC(=C(C=C12)OC)OC)CC=1C=NC2=CC=CC=C2C1)O (1-isopropyl-6,7-dimethoxy-4-(quinolin-3-ylmethyl)isoquinolin-3-ol). Reaction SMILES: [CH:1]([C:4]1[C:13]2[C:8](=[CH:9][C:10]([O:16][CH3:17])=[C:11]([O:14][CH3:15])[CH:12]=2)[CH:7]=[C:6]([OH:18])[N:5]=1)([CH3:3])[CH3:2].Cl.Cl[CH2:21][C:22]1[CH:23]=[N:24][C:25]2[C:30]([CH:31]=1)=[CH:29][CH:28]=[CH:27][CH:26]=2.Cl.ClCC1C(NCCOC)=NC2C(C=1)=CC(OC)=CC=2.[Li+].[OH-]>C1COCC1>[CH:1]([C:4]1[C:13]2[C:8](=[CH:9][C:10]([O:16][CH3:17])=[C:11]([O:14][CH3:15])[CH:12]=2)[C:7]([CH2:21][C:22]2[CH:23]=[N:24][C:25]3[C:30]([CH:31]=2)=[CH:29][CH:28]=[CH:27][CH:26]=3)=[C:6]([OH:18])[N:5]=1)([CH3:3])[CH3:2] |f:1.2,3.4,5.6|. Reported procedure: To a solution of 1-isopropyl-6,7-dimethoxyisoquinolin-3-ol SIL 32164 (462 mg, 1.87 mmol) in THF (13 mL) in a 20 mL microwave vial equipped with a magnetic stirrer was added a 3-(chloromethyl)quinoline hydrochloride SLA 47064B (400 mg, 1.87 mmol) and a 2 N aq. LiOH solution (1.87 mL, 3.74 mmol) and the mixture was stirred at 160° C. for 1.5 h under microwave irradiation. After cooling to RT, THF was removed at 40° C. under vacuum and the residue was taken up in CH2Cl2 (50 mL), washed with brine (... The reactants are O (H2O), C(C)(=O)C1=NC=CC=C1 (2-acetylpyridine), CC=1C=CC=C2C(C(NC12)=O)=O (7-methylisatin), O (H2O), [OH-].[K+] (KOH). The solvent is CCO (EtOH), CCO (EtOH). Yields the product CC=1C=CC=C2C(=CC(=NC12)C1=NC=CC=C1)C(=O)O (8-Methyl-2-(2-pyridyl)quinoline-4-carboxylic acid). RXN SMILES: [C:1]([C:4]1[CH:9]=[CH:8][CH:7]=[CH:6][N:5]=1)(=O)[CH3:2].[CH3:10][C:11]1[CH:12]=[CH:13][CH:14]=[C:15]2[C:19]=1[NH:18][C:17](=[O:20])[C:16]2=O.[OH2:22].[OH-].[K+]>CCO>[CH3:10][C:11]1[CH:12]=[CH:13][CH:14]=[C:15]2[C:19]=1[N:18]=[C:1]([C:4]1[CH:9]=[CH:8][CH:7]=[CH:6][N:5]=1)[CH:2]=[C:16]2[C:17]([OH:20])=[O:22] |f:3.4|. Procedure: A mixture of 2-acetylpyridine (IV; R1 =2-aza: 6.05 g, 0.05 mol) and 7-methylisatin (V; R2 =H: 8.52 g, 0.053 mol) in 65 mL of 50% EtOH--H2O containing KOH (13 g) was refluxed for 2 h, then diluted with 50% EtOH--H2O to obtain a homogeneous solution, filtered and acidified (HOAc). The resulting acid was collected, washed with 30% EtOH--H2O and recrystallized from DMF--EtOH to provide the product (9.4 g, 67%, mp. 319°-320° C. Anal. (C16H12N2O2) C,H,N. Reported procedure: A mixture of 1-(methylthio)-6,7-dihydro-8H-pyrido[3,4-b]pyrrolizin-8-one (0.15 g, 0.68 mmol), methyl bromoacetate (0.34 mL), Zn—Cu (0.226 g) in THF (3.0 mL) was sonicated for 2 h. The mixture was then heated at 60° C. for 5 min. until completion of the reaction. The reaction mixture was partitioned between EtOAc and NH4Cl. The organic phase was separated, dried over Na2SO4, filtered and evaporated under reduced pressure to provide the title compound. The compound was purified by flash chromatogr... Yields the product OC1(CCN2C3=C(C=C12)C(=NC=C3)SC)CC(=O)OC (methyl [8-hydroxy-1-(methylthio)-7,8-dihydro-6H-pyrido[3,4-b]pyrrolizin-8-yl]acetate). The solvent is C1CCOC1 (THF). Reaction SMILES: [CH3:1][S:2][C:3]1[C:8]2[CH:9]=[C:10]3[N:14]([C:7]=2[CH:6]=[CH:5][N:4]=1)[CH2:13][CH2:12][C:11]3=[O:15].Br[CH2:17][C:18]([O:20][CH3:21])=[O:19]>C1COCC1>[OH:15][C:11]1([CH2:17][C:18]([O:20][CH3:21])=[O:19])[C:10]2[N:14]([C:7]3[CH:6]=[CH:5][N:4]=[C:3]([S:2][CH3:1])[C:8]=3[CH:9]=2)[CH2:13][CH2:12]1. Run at temperature 60 celsius. The reactants are CSC1=NC=CC2=C1C=C1C(CCN21)=O (1-(methylthio)-6,7-dihydro-8H-pyrido[3,4-b]pyrrolizin-8-one), BrCC(=O)OC (methyl bromoacetate), Zn Cu. The reactants are ClC=1C=C(C=NC1)C1=NC(=CC2=C1N(C(=N2)N2[C@@H](CCC2)CF)C[C@@H]2CC[C@H](CC2)C)C(NNC(=O)OC(C)(C)C)=N (tert-butyl 2-((4-(5-chloropyridin-3-yl)-2-((S)-2-(fluoromethyl)pyrrolidin-1-yl)-3-((trans-4-methylcyclohexyl)methyl)-3H-imidazo[4,5-c]pyridin-6-yl)(imino)methyl)hydrazinecarboxylate). Yields the product ClC=1C=C(C=NC1)C1=NC(=CC2=C1N(C(=N2)N2[C@@H](CCC2)CF)C[C@@H]2CC[C@H](CC2)C)C=2NC(NN2)=O (5-{4-(5-chloropyridin-3-yl)-2-[(2S)-2-(fluoromethyl)pyrrolidin-1-yl]-3-[(trans-4-methylcyclohexyl)methyl]-3H-imidazo[4,5-c]pyridin-6-yl}-2,4-dihydro-3H-1,2,4-triazol-3-one). Run in C(C)#N (acetonitrile). RXN SMILES: [Cl:1][C:2]1[CH:3]=[C:4]([C:8]2[C:13]3[N:14]([CH2:24][C@H:25]4[CH2:30][CH2:29][C@H:28]([CH3:31])[CH2:27][CH2:26]4)[C:15]([N:17]4[CH2:21][CH2:20][CH2:19][C@H:18]4[CH2:22][F:23])=[N:16][C:12]=3[CH:11]=[C:10]([C:32](=[NH:42])[NH:33][NH:34][C:35](OC(C)(C)C)=[O:36])[N:9]=2)[CH:5]=[N:6][CH:7]=1>C(#N)C>[Cl:1][C:2]1[CH:3]=[C:4]([C:8]2[C:13]3[N:14]([CH2:24][C@H:25]4[CH2:26][CH2:27][C@H:28]([CH3:31])[CH2:29][CH2:30]4)[C:15]([N:17]4[CH2:21][CH2:20][CH2:19][C@H:18]4[CH2:22][F:23])=[N:16][C:12]=3[CH:11]=[C:10]([C:32]3[NH:42][C:35](=[O:36])[NH:34][N:33]=3)[N:9]=2)[CH:5]=[N:6][CH:7]=1. Reported procedure: A solution of crude tert-butyl 2-((4-(5-chloropyridin-3-yl)-2-((S)-2-(fluoromethyl)pyrrolidin-1-yl)-3-((trans-4-methylcyclohexyl)methyl)-3H-imidazo[4,5-c]pyridin-6-yl)(imino)methyl)hydrazinecarboxylate (19.0 mg, 0.032 mmol) in acetonitrile (793 μL) was stirred at 80° C. for 72 hr. Purification of the reaction by mass triggered reverse phase HPLC (C-18), eluting with acetonitrile/water containing 0.1% TFA afforded 5-{4-(5-chloropyridin-3-yl)-2-[(2S)-2-(fluoromethyl)pyrrolidin-1-yl]-3-[(trans-4-me...